Dataset: the Open Reaction Database (ORD), a public repository of structured organic reaction records. Task: describe an organic reaction: reactants, conditions, products, and yield Starting materials: CC1=C(N=C(O1)C1=CC=C(C(=O)OC)C=C1)CS(=O)(=O)C1=C(C=C(C=C1)C)C (Methyl 4-(5-Methyl-4-{[(2,4-dimethylphenyl)sulfonyl]methyl}-1,3-oxazol-2-yl)benzoate), [OH-].[Na+] (NaOH). Run in O1CCOCC1 (dioxane). The product is CC1=C(N=C(O1)C1=CC=C(C(=O)O)C=C1)CS(=O)(=O)C1=C(C=C(C=C1)C)C (4-(5-Methyl-4-{[(2,4-dimethylphenyl)sulfonyl]methyl}-1,3-oxazol-2-yl)benzoic Acid). The yield is 83.2%. As a reaction SMILES: [CH3:1][C:2]1[O:6][C:5]([C:7]2[CH:16]=[CH:15][C:10]([C:11]([O:13]C)=[O:12])=[CH:9][CH:8]=2)=[N:4][C:3]=1[CH2:17][S:18]([C:21]1[CH:26]=[CH:25][C:24]([CH3:27])=[CH:23][C:22]=1[CH3:28])(=[O:20])=[O:19].[OH-].[Na+]>O1CCOCC1>[CH3:1][C:2]1[O:6][C:5]([C:7]2[CH:8]=[CH:9][C:10]([C:11]([OH:13])=[O:12])=[CH:15][CH:16]=2)=[N:4][C:3]=1[CH2:17][S:18]([C:21]1[CH:26]=[CH:25][C:24]([CH3:27])=[CH:23][C:22]=1[CH3:28])(=[O:20])=[O:19] |f:1.2|. Procedure details: Reaction of benzoate 43 (131 mg, 0.34 mmol) and 1 M NaOH (10 mL) in dioxane (10 mL) gave acid 44 (109 mg, 83%) as a white solid: mp (H2O) 235-238° C.; 1H NMR δ 13.15 (br s, 1H, CO2H), 8.06 (br d, J=8.5 Hz, 2H, H-2, H-6), 7.90 (br d, J=8.5 Hz, 2H, H-3, H-5), 7.57 (d, J=8.1 Hz, 1H, H-6′), 7.28 (br s, 1H, H-3′), 7.17 (br d, J=8.1 Hz, 1H, H-5′), 4.61 (s, 2H, CH2SO2), 2.56 (s, 3H, CH3), 2.33 (s, 3H, CH3), 2.16 (s, 3H, CH3); MS m/z 386.5 (MH+, 100%). Anal. calcd for C20H19NO5S.¾H2O: C, 62.69; H, 5.50;... Starting materials: BrC1=NC=C(C=C1)OCC1=C(C=CC=C1)OC1=CC=CC=C1 (2-bromo-5-((2-phenoxybenzyl)oxy)pyridine), C(CCC)[Sn](/C=C/C(=O)OCC)(CCCC)CCCC (ethyl (2E)-3-(tributylstannyl)acrylate), tetrakis triphenylphosphine palladium, [F-].[K+] (potassium fluoride). Run in CN(C=O)C (dimethylformamide), O (water). Reaction conditions: temperature 100 celsius, time 8 hour. The product is O(C1=CC=CC=C1)C1=C(COC=2C=CC(=NC2)/C=C/C(=O)OCC)C=CC=C1 (ethyl (2E)-3-(5-((2-phenoxybenzyl)oxy)pyridin-2-yl)acrylate). As a reaction SMILES: Br[C:2]1[CH:7]=[CH:6][C:5]([O:8][CH2:9][C:10]2[CH:15]=[CH:14][CH:13]=[CH:12][C:11]=2[O:16][C:17]2[CH:22]=[CH:21][CH:20]=[CH:19][CH:18]=2)=[CH:4][N:3]=1.C([Sn](CCCC)(CCCC)/[CH:28]=[CH:29]/[C:30]([O:32][CH2:33][CH3:34])=[O:31])CCC.[F-].[K+]>CN(C)C=O.O>[O:16]([C:11]1[CH:12]=[CH:13][CH:14]=[CH:15][C:10]=1[CH2:9][O:8][C:5]1[CH:6]=[CH:7][C:2](/[CH:28]=[CH:29]/[C:30]([O:32][CH2:33][CH3:34])=[O:31])=[N:3][CH:4]=1)[C:17]1[CH:22]=[CH:21][CH:20]=[CH:19][CH:18]=1 |f:2.3|. Procedure details: To a solution of 2-bromo-5-((2-phenoxybenzyl)oxy)pyridine (1.0 g) in dimethylformamide (7 ml), 1.26 g of ethyl (2E)-3-(tributylstannyl)acrylate and 350 mg of tetrakis triphenylphosphine palladium were added, and the reaction solution was stirred overnight at 100° C. under nitrogen atmosphere. The reaction solution was cooled, then 15 ml of a saturated aqueous potassium fluoride solution was added, and the reaction solution was stirred for 1 hour, followed by removing insoluble matters by filtrat... Reactants: Oc1ccccc1Br, CCCC(Br)C(=O)OCC, O=C([O-])[O-], CN(C)C=O, [I-], [K+], [K+], [K+], O. Product: CCCC(Oc1ccccc1Br)C(=O)OCC. As a reaction SMILES: [Br:1][c:2]1[c:3]([OH:8])[cH:4][cH:5][cH:6][cH:7]1.[Br:9][CH:10]([C:11](=[O:12])[O:13][CH2:14][CH3:15])[CH2:16][CH2:17][CH3:18].[C:19](=[O:20])([O-:21])[O-:22].[CH3:28][N:29]([CH3:30])[CH:31]=[O:32].[I-:26].[K+:23].[K+:24].[K+:25].[OH2:27]>>[Br:1][c:2]1[c:3]([O:8][CH:10]([C:11](=[O:12])[O:13][CH2:14][CH3:15])[CH2:16][CH2:17][CH3:18])[cH:4][cH:5][cH:6][cH:7]1. Reactants: ClCCl, CN1CCCC(CO)C1, Cc1ccc(S(=O)(=O)Cl)cc1. Yields the product Cc1ccc(S(=O)(=O)OCC2CCCN(C)C2)cc1. RXN SMILES: [Cl:21][CH2:22][Cl:23].[OH:1][CH2:2][CH:3]1[CH2:4][N:5]([CH3:9])[CH2:6][CH2:7][CH2:8]1.[S:10](=[O:11])(=[O:12])([c:13]1[cH:14][cH:15][c:16]([CH3:17])[cH:18][cH:19]1)[Cl:20]>>[O:1]([CH2:2][CH:3]1[CH2:4][N:5]([CH3:9])[CH2:6][CH2:7][CH2:8]1)[S:10](=[O:11])(=[O:12])[c:13]1[cH:14][cH:15][c:16]([CH3:17])[cH:18][cH:19]1. The reactants are FC(OC1=CC(=NN1C)N1N=CC(=C1C)C(=O)N)F (1-(5-difluoromethoxy-1-methyl-3-pyrazolyl)-5-methyl-4-pyrazolecarboxamide), N1=CC=CC=C1 (pyridine), O1CCOCC1 (1,4-dioxane), FC(C(=O)OC(C(F)(F)F)=O)(F)F (trifluoroacetic anhydride). Run in O (water). Reaction conditions: temperature 5 celsius, time 3 hour. The product is FC(OC1=CC(=NN1C)N1N=CC(=C1C)C#N)F (1-(5-Difluoromethoxy-1-methyl-3-pyrazolyl)-5-methyl-4-pyrazolecarbonitrile). RXN SMILES: [F:1][CH:2]([F:19])[O:3][C:4]1[N:8]([CH3:9])[N:7]=[C:6]([N:10]2[C:14]([CH3:15])=[C:13]([C:16]([NH2:18])=O)[CH:12]=[N:11]2)[CH:5]=1.N1C=CC=CC=1.O1CCOCC1.FC(F)(F)C(OC(=O)C(F)(F)F)=O>O>[F:19][CH:2]([F:1])[O:3][C:4]1[N:8]([CH3:9])[N:7]=[C:6]([N:10]2[C:14]([CH3:15])=[C:13]([C:16]#[N:18])[CH:12]=[N:11]2)[CH:5]=1. Procedure details: A mixture of 0.79 g (2.91 mmol) 1-(5-difluoromethoxy-1-methyl-3-pyrazolyl)-5-methyl-4-pyrazolecarboxamide, 0.46 g (5.85 mmol) pyridine and 20 ml 1,4-dioxane was cooled to 5° C. and 0.74 g (3.51 mmol) trifluoroacetic anhydride was added dropwise. The mixture was stirred for 3 hours at room temperature. It was then added to 100 ml water and extracted 4 times with ethyl acetate. The organic phase was dried over magnesium sulfate and concentrated. The reactants are ClCCN1CCCc2cc(Br)ccc21, CC(C)=O, [I-], [Na+]. The product is Brc1ccc2c(c1)CCCN2CCI. Reaction SMILES: [Br:1][c:2]1[cH:3][c:4]2[c:9]([cH:10][cH:11]1)[N:8]([CH2:12][CH2:13][Cl:14])[CH2:7][CH2:6][CH2:5]2.[CH3:17][C:18](=[O:19])[CH3:20].[I-:16].[Na+:15]>>[Br:1][c:2]1[cH:3][c:4]2[c:9]([cH:10][cH:11]1)[N:8]([CH2:12][CH2:13][I:16])[CH2:7][CH2:6][CH2:5]2. Reaction SMILES: C([SiH](C(C)C)C(C)C)(C)C.[Br-:11].C(OC([NH:19][CH2:20][CH2:21][CH2:22][CH2:23][CH2:24][CH2:25][P+:26]([C:39]1[CH:44]=[CH:43][CH:42]=[CH:41][CH:40]=1)([C:33]1[CH:38]=[CH:37][CH:36]=[CH:35][CH:34]=1)[C:27]1[CH:32]=[CH:31][CH:30]=[CH:29][CH:28]=1)=O)(C)(C)C.[C:45]([OH:51])([C:47]([F:50])([F:49])[F:48])=[O:46].C(Cl)Cl>>[Br-:11].[NH3+:19][CH2:20][CH2:21][CH2:22][CH2:23][CH2:24][CH2:25][P+:26]([C:39]1[CH:44]=[CH:43][CH:42]=[CH:41][CH:40]=1)([C:27]1[CH:28]=[CH:29][CH:30]=[CH:31][CH:32]=1)[C:33]1[CH:38]=[CH:37][CH:36]=[CH:35][CH:34]=1.[Br-:11].[C:45]([OH:51])([C:47]([F:50])([F:49])[F:48])=[O:46] |f:1.2,3.4,5.6.7.8|. Reported procedure: A solution of TFA/CH2Cl2 (1:1, 50 ml) containing triisoproylsilane (0.2 ml) was added to (6-((tert-butoxycarbonyl)amino)hexyl)triphenylphosphonium bromide (8.0 g). The mixture was stirred for 2 hours. After removal of the solvent, the compound was dried over a vacuum and directly used in next step. Run at time 2 hour. Starting materials: C(C)(C)[SiH](C(C)C)C(C)C (triisoproylsilane), C(=O)(C(F)(F)F)O.C(Cl)Cl (TFA CH2Cl2), [Br-].C(C)(C)(C)OC(=O)NCCCCCC[P+](C1=CC=CC=C1)(C1=CC=CC=C1)C1=CC=CC=C1 ((6-((tert-butoxycarbonyl)amino)hexyl)triphenylphosphonium bromide). Product: [Br-].[NH3+]CCCCCC[P+](C1=CC=CC=C1)(C1=CC=CC=C1)C1=CC=CC=C1.[Br-].C(=O)(C(F)(F)F)O ((6-ammoniohexyl)triphenylphosphonium bromide TFA).